Dataset: the Open Reaction Database (ORD), a public repository of structured organic reaction records. Task: describe an organic reaction: reactants, conditions, products, and yield Reactants: alkyne, C(C)[Ge](C=C)(C=C)CC (diethyldivinylgermane), C(#C)C1(CCCCC1)O[Si](C)(C)C (1-ethynyl-1-(trimethylsiloxy)cyclohexane), carbonylchlorhydridebis(tricyclohexylphosphine)ruthenium(II), C1(=CC=CC=C1)C (toluene). Product: C(C)C(=C[GeH2]C#CC1(CCCCC1)O[Si](C)(C)C)CC (1-[{diethylvinylgermyl}ethynyl]-1-(trimethylsiloxy)cyclohexane). Yield: 55.0%. RXN SMILES: C([Ge:3](CC)(C=C)C=C)C.[C:10]([C:12]1([O:18][Si:19]([CH3:22])([CH3:21])[CH3:20])[CH2:17][CH2:16][CH2:15][CH2:14][CH2:13]1)#[CH:11].[C:23]1([CH3:29])[CH:28]=[CH:27]C=[CH:25][CH:24]=1>>[CH2:24]([C:23]([CH2:28][CH3:27])=[CH:29][GeH2:3][C:11]#[C:10][C:12]1([O:18][Si:19]([CH3:20])([CH3:22])[CH3:21])[CH2:17][CH2:16][CH2:15][CH2:14][CH2:13]1)[CH3:25]. Procedure details: As in reaction conditions of Example I, to 3.99 mL of toluene, the 0.04 g of carbonylchlorhydridebis(tricyclohexylphosphine)ruthenium(II) is added and the reaction was carried out between 1.02 g of diethyldivinylgermane and 0.54 g 1-ethynyl-1-(trimethylsiloxy)cyclohexane. Conversion of the terminal alkyne and raw product yield was 65%. In order to remove the catalyst from the system, the solvent and any residual unreacted reactants were evaporated from the post-reaction mixture and the whole mat...